From a dataset of the Open Reaction Database (ORD), a public repository of structured organic reaction records. describe an organic reaction: reactants, conditions, products, and yield RXN SMILES: [Br:1][CH2:2][CH2:3][CH2:4][CH2:5][CH2:6][CH2:7][CH2:8][CH2:9][OH:10].[Cl:11][O-:12].[Cl:25][CH2:26][Cl:27].[Na+:13].[Na+:18].[Na+:23].[Na+:24].[O-:14][C:15]([OH:16])=[O:17].[S:19]([O-:20])([O-:21])=[O:22]>>[Br:1][CH2:2][CH2:3][CH2:4][CH2:5][CH2:6][CH2:7][CH2:8][CH:9]=[O:10]. Starting materials: OCCCCCCCCBr, [O-]Cl, ClCCl, [Na+], [Na+], [Na+], [Na+], O=C([O-])O, O=S([O-])[O-]. Yields the product O=CCCCCCCCBr. Reactants: O=C(n1ccnc1)n1ccnc1, NCC12CC3CC(CC(C3)C1)C2, CN(C)C=O, O=C(O)c1cc(O)ccc1Cl. The product is O=C(NCC12CC3CC(CC(C3)C1)C2)c1cc(O)ccc1Cl. RXN SMILES: [C:12]([n:13]1[cH:14][cH:15][n:16][cH:17]1)([n:18]1[cH:19][cH:20][n:21][cH:22]1)=[O:23].[C:24]12([CH2:34][NH2:35])[CH2:25][CH:26]3[CH2:27][CH:28]([CH2:29][CH:30]([CH2:31]1)[CH2:32]3)[CH2:33]2.[CH3:36][N:37]([CH3:38])[CH:39]=[O:40].[Cl:1][c:2]1[c:3]([C:4](=[O:5])[OH:6])[cH:7][c:8]([OH:11])[cH:9][cH:10]1>>[Cl:1][c:2]1[c:3]([C:4](=[O:6])[NH:35][CH2:34][C:24]23[CH2:25][CH:26]4[CH2:27][CH:28]([CH2:29][CH:30]([CH2:31]2)[CH2:32]4)[CH2:33]3)[cH:7][c:8]([OH:11])[cH:9][cH:10]1. As a reaction SMILES: Cl[S:2]([C:5]1[S:6][C:7]([Cl:13])=[C:8]([N+:10]([O-:12])=[O:11])[CH:9]=1)(=[O:4])=[O:3].[F-:14].[K+].C(OCC)(=O)C>O1CCOCC1.O>[F:14][S:2]([C:5]1[S:6][C:7]([Cl:13])=[C:8]([N+:10]([O-:12])=[O:11])[CH:9]=1)(=[O:4])=[O:3] |f:1.2|. Conditions: temperature 50 celsius, time 4 hour. The reactants are [F-].[K+] (Potassium fluoride), ClS(=O)(=O)C=1SC(=C(C1)[N+](=O)[O-])Cl (2--Chlorosulphonyl-4-nitro-5-chlorothiophene), C(C)(=O)OCC (Ethyl acetate). Yields the product FS(=O)(=O)C=1SC(=C(C1)[N+](=O)[O-])Cl (2-fluorosulphonyl-4-nitro-5-chloro thiophene). The solvent is O (water), O1CCOCC1 (p-dioxane). Reported procedure: 2--Chlorosulphonyl-4-nitro-5-chlorothiophene (20.1 parts) were stirred in p-dioxane (80 parts) at room temperature. Potassium fluoride (5.2 parts) in water (20 parts) was added and the mixture heated to 50° C. Stirred under these conditions for 4 hours, then cooled and poured onto ice/water. Ethyl acetate was then added to extract the product and separated. Dried over magnessium sulphate then screened and concentrated to yield the product 2-fluorosulphonyl-4-nitro-5-chloro thiophene (20.4 parts)... Starting materials: COCCOC1=C(C=C(C=C1)[N+](=O)[O-])S(=O)(=O)NC1=C(C=C(C(=C1)OCCCCCCCCCCCCCCCC)C)O (2-[2'-(2-methoxyethoxy)-5'-nitrobenzenesulfonamido]-4-hexadecyloxy-5-methylphenol), O (water), Fe3O4, [Cl-].[NH4+] (ammonium chloride). The reagents and catalysts are [Fe] (iron). The solvent is C(C)(C)O (isopropyl alcohol). Reaction conditions: time 1 hour. Product: COCCOC1=C(C=C(C=C1)N)S(=O)(=O)NC1=C(C=C(C(=C1)OCCCCCCCCCCCCCCCC)C)O (2-[2'-(2-Methoxyethoxy)-5'-aminobenzenesulfonamido]-4-hexadecyloxy-5-methylphenol). As a reaction SMILES: [CH3:1][O:2][CH2:3][CH2:4][O:5][C:6]1[CH:11]=[CH:10][C:9]([N+:12]([O-])=O)=[CH:8][C:7]=1[S:15]([NH:18][C:19]1[CH:24]=[C:23]([O:25][CH2:26][CH2:27][CH2:28][CH2:29][CH2:30][CH2:31][CH2:32][CH2:33][CH2:34][CH2:35][CH2:36][CH2:37][CH2:38][CH2:39][CH2:40][CH3:41])[C:22]([CH3:42])=[CH:21][C:20]=1[OH:43])(=[O:17])=[O:16].[Cl-].[NH4+].O>[Fe].C(O)(C)C>[CH3:1][O:2][CH2:3][CH2:4][O:5][C:6]1[CH:11]=[CH:10][C:9]([NH2:12])=[CH:8][C:7]=1[S:15]([NH:18][C:19]1[CH:24]=[C:23]([O:25][CH2:26][CH2:27][CH2:28][CH2:29][CH2:30][CH2:31][CH2:32][CH2:33][CH2:34][CH2:35][CH2:36][CH2:37][CH2:38][CH2:39][CH2:40][CH3:41])[C:22]([CH3:42])=[CH:21][C:20]=1[OH:43])(=[O:16])=[O:17] |f:1.2|. Procedure details: 32 g of 2-[2'-(2-methoxyethoxy)-5'-nitrobenzenesulfonamido]-4-hexadecyloxy-5-methylphenol prepared as described in Step (b) above, 24 g of iron powder, 12 g of Fe3O4, 0.6 g of ammonium chloride and 25 ml of water were added to 300 ml of isopropyl alcohol and the mixture was refluxed on a steam bath with stirring for 1 hour. After completion of the reaction, the mixture was filtered while hot and the filtrate was cooled with ice. The crystals thus precipitated were recovered by filtration, washed... Reactants: COC1=CC=C2C=CC=C(C2=C1)CCN (2-(7-methoxynaphth-1-yl)ethylamine), C(C)(=O)Cl (acetyl chloride). The solvent is N1=CC=CC=C1 (pyridine). Product: COC1=CC=C2C=CC=C(C2=C1)CCNC(C)=O (N-[2-(7-Methoxynaphth-1-Yl)Ethyl]Acetamide). As a reaction SMILES: [CH3:1][O:2][C:3]1[CH:12]=[C:11]2[C:6]([CH:7]=[CH:8][CH:9]=[C:10]2[CH2:13][CH2:14][NH2:15])=[CH:5][CH:4]=1.[C:16](Cl)(=[O:18])[CH3:17]>N1C=CC=CC=1>[CH3:1][O:2][C:3]1[CH:12]=[C:11]2[C:6]([CH:7]=[CH:8][CH:9]=[C:10]2[CH2:13][CH2:14][NH:15][C:16](=[O:18])[CH3:17])=[CH:5][CH:4]=1. Procedure: 0.01 ml of 2-(7-methoxynaphth-1-yl)ethylamine is dissolved in 6 ml of pyridine. The mixture is cooled in an ice bath with agitation, and 0.012 mol of acetyl chloride is added dropwise. Starting materials: C(C1=CC=CC=C1)OC1=C(OC=CC1=O)C(=O)O (3-benzyloxy-4-oxo-4H-pyran-2-carboxylic acid), C(C(=O)Cl)(=O)Cl (oxalyl chloride), CN(C=O)C (dimethylformamide). The solvent is C(Cl)(Cl)Cl (chloroform). Reaction conditions: time 30 minute. Product: ClC=1C=C(CNC(=O)C=2OC=CC(C2OCC2=CC=CC=C2)=O)C=CC1Cl (N-(3,4-dichlorobenzyl)-3-benzyloxy-4-oxo-4H-pyran-2-carboxamide). Reaction SMILES: [CH2:1]([O:8][C:9]1[C:14](=[O:15])[CH:13]=[CH:12][O:11][C:10]=1[C:16]([OH:18])=O)[C:2]1[CH:7]=[CH:6][CH:5]=[CH:4][CH:3]=1.[C:19]([Cl:24])(=O)[C:20]([Cl:22])=O.C[N:26]([CH3:29])C=O>C(Cl)(Cl)Cl>[Cl:22][C:20]1[CH:1]=[C:2]([CH:3]=[CH:4][C:19]=1[Cl:24])[CH2:29][NH:26][C:16]([C:10]1[O:11][CH:12]=[CH:13][C:14](=[O:15])[C:9]=1[O:8][CH2:1][C:2]1[CH:3]=[CH:4][CH:5]=[CH:6][CH:7]=1)=[O:18]. Procedure: To a solution of 3-benzyloxy-4-oxo-4H-pyran-2-carboxylic acid (0.4 g) prepared according to the method described in references (JP-A-2-502281 (WO88/06588), J. Med. Chem., 1999, 42, 4814–4823) in chloroform (30 ml) were added oxalyl chloride (0.21 ml) and dimethylformamide (0.01 ml), and the mixture was stirred at room temperature for 30 min. The reaction solvent was evaporated under reduced pressure, toluene was added, the mixture was concentrated and dissolved in chloroform (5 ml). 3,4-Dichloro... The reactants are ClCCCN1CCC(=CC1)C1=CC=CC=C1 (1-(3-chloropropyl)-4-phenyl-1,2,3,6-tetrahydropyridine), O (water), N1S(N2CCCC3=CC=CC1=C23)(=O)=O (5,6-dihydro(1H,4H)-1,2,5-thiadiazolo[4,3,2-ij]quinoline 2,2-dioxide), [H-].[Na+] (sodium hydride). The solvent is CN(C=O)C (N,N-dimethylformamide), C(C)(=O)OCC (ethyl acetate), CN(C=O)C (N,N-dimethylformamide), CN(C=O)C (N,N-dimethylformamide). Run at temperature 80 celsius, time 15 minute. Product: C1(=CC=CC=C1)C=1CCN(CC1)CCCN1S(N2CCCC3=CC=CC1=C23)(=O)=O (1-[3-(4-phenyl-1,2,3,6-tetrahydro-1-pyridyl)propyl]-5,6-dihydro(1H,4H)-1,2,5-thiadiazolo[4,3,2-ij]quinoline 2,2-dioxide). The yield is 73.1%. As a reaction SMILES: [NH:1]1[C:11]2=[C:12]3[C:7](=[CH:8][CH:9]=[CH:10]2)[CH2:6][CH2:5][CH2:4][N:3]3[S:2]1(=[O:14])=[O:13].[H-].[Na+].Cl[CH2:18][CH2:19][CH2:20][N:21]1[CH2:26][CH:25]=[C:24]([C:27]2[CH:32]=[CH:31][CH:30]=[CH:29][CH:28]=2)[CH2:23][CH2:22]1.O>CN(C)C=O.C(OCC)(=O)C>[C:27]1([C:24]2[CH2:25][CH2:26][N:21]([CH2:20][CH2:19][CH2:18][N:1]3[C:11]4=[C:12]5[C:7](=[CH:8][CH:9]=[CH:10]4)[CH2:6][CH2:5][CH2:4][N:3]5[S:2]3(=[O:13])=[O:14])[CH2:22][CH:23]=2)[CH:32]=[CH:31][CH:30]=[CH:29][CH:28]=1 |f:1.2|. Procedure details: A solution of 5,6-dihydro(1H,4H)-1,2,5-thiadiazolo[4,3,2-ij]quinoline 2,2-dioxide (2.6 g) in dry N,N-dimethylformamide (10 cc) is added dropwise to a suspension of sodium hydride (0.45 g, 80% suspension in oil) in N,N-dimethylformamide (20 cc). After 15 minutes, stirring, a solution of 1-(3-chloropropyl)-4-phenyl-1,2,3,6-tetrahydropyridine (3.51 g) in N,N-dimethylformamide (10 cc) is added. The reaction mixture is heated to 80° C. for 90 minutes and is then cooled and poured into a mixture of wa...